Task: describe an organic reaction: reactants, conditions, products, and yield. Dataset: the Open Reaction Database (ORD), a public repository of structured organic reaction records Reactants: C(C=CC1=CC=CC=C1)(=O)C=1OC2=C(C1N)C(=C(C=C2)OC)Cl (2-cinnamoyl-3-amino-4-chloro-5-methoxy-benzofuran), O (water). Solvent: CC(=O)O (AcOH), OP(=O)(O)O (H3PO4). The product is ClC1=C(C=CC2=C1C=1NC(CC(C1O2)=O)C2=CC=CC=C2)OC (9-chloro-8-methoxy-2-phenyl-2,3-dihydrobenzofuro[3,2-b]pyridin-4(1H)-one). Isolated yield 93.6%. RXN SMILES: [C:1]([C:11]1[O:12][C:13]2[CH:20]=[CH:19][C:18]([O:21][CH3:22])=[C:17]([Cl:23])[C:14]=2[C:15]=1[NH2:16])(=[O:10])[CH:2]=[CH:3][C:4]1[CH:9]=[CH:8][CH:7]=[CH:6][CH:5]=1.O>CC(O)=O.OP(O)(O)=O>[Cl:23][C:17]1[C:14]2[C:15]3[NH:16][CH:3]([C:4]4[CH:5]=[CH:6][CH:7]=[CH:8][CH:9]=4)[CH2:2][C:1](=[O:10])[C:11]=3[O:12][C:13]=2[CH:20]=[CH:19][C:18]=1[O:21][CH3:22]. Procedure details: A mixture of 8A (1.9 g, 5.8 mmol) in AcOH (10 mL) and H3PO4 (10 mL) was refluxed for 2 hours. TLC monitored the reaction. After the reaction completed, the reaction mixture was cooled to room temperature and poured into water (20 mL) The yellow solids were precipitated out, collected by filtration and dried to give product 8B (1.78 g, 93.68% yield). Starting materials: CC(=O)C1=CC(=CC=C1)C(F)(F)F (3-(trifluoromethyl)acetophenone), N1=CC=C(C=C1)C=O (4-pyridinecarboxaldehyde). The reagents and catalysts are C(C)(=O)[O-].[Co+2].C(C)(=O)[O-] (cobalt(II) acetate). Run in CN(C=O)C (dimethylformamide). Reaction conditions: temperature 80 celsius, time 30 minute. The product is FC(C=1C=C(C=CC1)C(C=CC1=CC=NC=C1)=O)(F)F (1-(3-Trifluoromethylphenyl)-3-(4-pyridinyl)-2-propene-1-one). As a reaction SMILES: [CH3:1][C:2]([C:4]1[CH:9]=[CH:8][CH:7]=[C:6]([C:10]([F:13])([F:12])[F:11])[CH:5]=1)=[O:3].[N:14]1[CH:19]=[CH:18][C:17]([CH:20]=O)=[CH:16][CH:15]=1>CN(C)C=O.C([O-])(=O)C.[Co+2].C([O-])(=O)C>[F:13][C:10]([F:11])([F:12])[C:6]1[CH:5]=[C:4]([C:2](=[O:3])[CH:1]=[CH:20][C:17]2[CH:18]=[CH:19][N:14]=[CH:15][CH:16]=2)[CH:9]=[CH:8][CH:7]=1 |f:3.4.5|. Reported procedure: Dissolve anhydrous cobalt(II) acetate (700 mg, 4 mmol) in dimethylformamide. Add 2,2'-dipyridyl (620 mg, 4 mmol) and stir for 30 minutes. Add 3-(trifluoromethyl)acetophenone (9.4 g, 50 mmol) and 4-pyridinecarboxaldehyde (5.3 g, 50 mmol). Heat at 80° C. for 18 hours. Evaporate the solvent and purify the residue by silica gel chromatography (1:1 toluene/ethyl acetate) to yield 9.4 g. Recrystallize (ethyl ether/hexane) to yield the title compound; mp 89°-90° C. The product is F[C@@H]1C[C@H](NC1)C(=O)N[C@H]1CC[C@@H]2CN(C[C@@H]21)C2=NC=C(C=C2)C(F)(F)F ((4R)-4-fluoro-N-{(3aR,4S,6aS)-2-[5-(trifluoromethyl)pyridin-2-yl]octahydrocyclopenta[c]pyrrol-4-yl}-L-prolinamide). Starting materials: C(C)(C)(C)OC(=O)N([C@H](C(=O)O)CC(C)(C)C)C ((S)-2-(tert-butoxycarbonyl(methyl)amino)-4,4-dimethylpentanoic acid), FC(C=1C=CC(=NC1)N1C[C@@H]2[C@H](C1)[C@H](CC2)N)(F)F ((3aR,4S,6aS)-2-(5-(trifluoromethyl)pyridin-2-yl)octahydrocyclopenta[c]pyrrol-4-amine), FC(C1=CC=CC(=N1)N1C[C@@H]2[C@H](C1)[C@H](CC2)N)(F)F ((3aR,4S,6aS)-2-(6-(trifluoromethyl)pyridin-2-yl)octahydrocyclopenta[c]pyrrol-4-amine). Procedure details: The title compound was prepared by substituting N-(tert-butoxycarbonyl)-trans-4-fluoro-L-proline for (S)-2-(tert-butoxycarbonyl(methyl)amino)-4,4-dimethylpentanoic acid and (3aR,4S,6aS)-2-(5-(trifluoromethyl)pyridin-2-yl)octahydrocyclopenta[c]pyrrol-4-amine from Example 262 Step B for (3aR,4S,6aS)-2-(6-(trifluoromethyl)pyridin-2-yl)octahydrocyclopenta[c]pyrrol-4-amine in the procedure described in Example 587: 1H NMR (500 MHz, pyridine-d5) δ ppm 8.65-8.59 (m, 1H), 8.33 (d, J=7.5 Hz, 1H), 7.67 (d... As a reaction SMILES: C(OC([N:8]([CH3:18])[C@@H:9]([CH2:13][C:14](C)(C)C)[C:10]([OH:12])=O)=O)(C)(C)C.[F:19][C:20]([F:37])([F:36])[C:21]1[CH:22]=[CH:23][C:24]([N:27]2[CH2:31][C@@H:30]3[C@@H:32]([NH2:35])[CH2:33][CH2:34][C@@H:29]3[CH2:28]2)=[N:25][CH:26]=1.[F:38]C(F)(F)C1N=C(N2C[C@@H]3[C@@H](N)CC[C@@H]3C2)C=CC=1>>[F:38][C@H:14]1[CH2:18][NH:8][C@H:9]([C:10]([NH:35][C@@H:32]2[C@@H:30]3[C@@H:29]([CH2:28][N:27]([C:24]4[CH:23]=[CH:22][C:21]([C:20]([F:19])([F:36])[F:37])=[CH:26][N:25]=4)[CH2:31]3)[CH2:34][CH2:33]2)=[O:12])[CH2:13]1.